From a dataset of the Open Reaction Database (ORD), a public repository of structured organic reaction records. describe an organic reaction: reactants, conditions, products, and yield Yields the product Cl.Cl.FCC(C(CN)F)N (1,3-difluoro-2,4-diaminobutane, dihydrochloride). Starting materials: FCC(C(CN1C(C=2C(C1=O)=CC=CC2)=O)F)NC(=O)OC(C)(C)C (1,3-difluoro-2-tert.butoxycarbonylamino-4-phthalimidobutane), Cl (hydrochloric acid). As a reaction SMILES: [F:1][CH2:2][CH:3]([NH:18]C(OC(C)(C)C)=O)[CH:4]([F:17])[CH2:5][N:6]1C(=O)C2=CC=CC=C2C1=O.[ClH:26]>>[ClH:26].[ClH:26].[F:1][CH2:2][CH:3]([NH2:18])[CH:4]([F:17])[CH2:5][NH2:6] |f:2.3.4|. Procedure details: A mixture of 1,3-difluoro-2-tert.butoxycarbonylamino-4-phthalimidobutane (0.1 g, 0.27 mmol) obtained as in Step C above and concentrated hydrochloric acid is heated at 100° C. for 48 hours. The solvent is evaporated in vacuo and the residue is taken up in water. Insoluble phthalic acid is filtered off and the filtrate concentrated to yield 1,3-difluoro-2,4-diaminobutane, dihydrochloride (0.03 g). Reactants: CN(C1=CC=CC=C1)C (N,N-Dimethylaniline), NC=1C=CC(=C(C1)F)N1CC(N(CC1)C)=O (5-Amino-2-(4-methyl-3-oxopiperazin-1-yl)fluorobenzene), ClC(=O)OCC1=CC=CC=C1 (benzyl chloroformate). Run in C(C)(=O)OCC (ethyl acetate), CN(C)C=O (DMF). Conditions: temperature -20 celsius, time 10 minute. Product: C(C1=CC=CC=C1)OC(=O)NC=1C=CC(=C(C1)F)N1CC(N(CC1)C)=O (5-benzyloxycarbonylamino-2-(4-methyl-3-oxopiperazin-1-yl)fluorobenzene). As a reaction SMILES: [NH2:1][C:2]1[CH:3]=[CH:4][C:5]([N:9]2[CH2:14][CH2:13][N:12]([CH3:15])[C:11](=[O:16])[CH2:10]2)=[C:6]([F:8])[CH:7]=1.CN(C)C1C=CC=CC=1.Cl[C:27]([O:29][CH2:30][C:31]1[CH:36]=[CH:35][CH:34]=[CH:33][CH:32]=1)=[O:28]>CN(C=O)C.C(OCC)(=O)C>[CH2:30]([O:29][C:27]([NH:1][C:2]1[CH:3]=[CH:4][C:5]([N:9]2[CH2:14][CH2:13][N:12]([CH3:15])[C:11](=[O:16])[CH2:10]2)=[C:6]([F:8])[CH:7]=1)=[O:28])[C:31]1[CH:36]=[CH:35][CH:34]=[CH:33][CH:32]=1. Reported procedure: 5-Amino-2-(4-methyl-3-oxopiperazin-1-yl)fluorobenzene (2.94 g) was dissolved in dry DMF (40 ml) under argon, and the solution cooled to -20° C. N,N-Dimethylaniline (2.1 ml) was added, followed by benzyl chloroformate (2.07 ml), and the mixture stirred for 10 minutes at -20° C. The temperature was allowed to rise to ambient over 16 hours. The mixture was diluted with ethyl acetate, and washed twice with water, and then brine. After drying (MgSO4) and evaporation of solvent, the residue was chroma... The reactants are O[C@@]1(C[C@H](CCC1)C)CNC(=O)C=1C=2C=CC(=NC2C=CC1Cl)Cl (2,6-Dichloro-quinoline-5-carboxylic acid ((1S,3S)-1-hydroxy-3-methyl-cyclohexyl methyl)-amide), N1CCCC1 (pyrrolidine). Yields the product O[C@@]1(C[C@H](CCC1)C)CNC(=O)C=1C=2C=CC(=NC2C=CC1Cl)N1CCCC1 (6-Chloro-2-pyrrolidin-1-yl-quinoline-5-carboxylic acid ((1S,3S)-1-hydroxy-3-methyl-cyclohexylmethyl)-amide). Procedure details: The title compound was synthesized according to the procedure described in example 1 using 2,6-Dichloro-quinoline-5-carboxylic acid ((1S,3S)-1-hydroxy-3-methyl-cyclohexyl methyl)-amide and pyrrolidine. 1H NMR (400 MHz, DMSO-d6): δ 8.50 (t, J=6.01 Hz, 1H), 7.80 (d, J=9.22 Hz, 1H), 7.47-7.54 (m, 2H), 6.96 (d, J=9.21 Hz, 1H), 4.16 (s, 1H), 3.51-3.53 (m, 4H), 3.26-3.28 (m, 2H), 1.97-1.98 (m, 4H), 1.71-1.73 (m, 1H), 1.45-1.61 (m, 6H), 1.00-1.07 (m, 1H), 0.83-0.84 (m, 3H), 0.73-0.79 (m, 1H). m/z: 402.... As a reaction SMILES: [OH:1][C@@:2]1([CH2:9][NH:10][C:11]([C:13]2[C:14]3[CH:15]=[CH:16][C:17](Cl)=[N:18][C:19]=3[CH:20]=[CH:21][C:22]=2[Cl:23])=[O:12])[CH2:7][CH2:6][CH2:5][C@H:4]([CH3:8])[CH2:3]1.[NH:25]1[CH2:29][CH2:28][CH2:27][CH2:26]1>>[OH:1][C@@:2]1([CH2:9][NH:10][C:11]([C:13]2[C:14]3[CH:15]=[CH:16][C:17]([N:25]4[CH2:29][CH2:28][CH2:27][CH2:26]4)=[N:18][C:19]=3[CH:20]=[CH:21][C:22]=2[Cl:23])=[O:12])[CH2:7][CH2:6][CH2:5][C@H:4]([CH3:8])[CH2:3]1. RXN SMILES: C(=O)([O-])[O-].[K+].[K+].I[CH2:8][CH:9]1[CH2:14][CH2:13][C:12]([CH3:21])([C:15]([O:17][CH2:18][CH:19]=[CH2:20])=[O:16])[CH2:11][CH2:10]1.[OH:22][C:23]1[CH:24]=[C:25]([CH:34]=[CH:35][C:36]=1[O:37][CH3:38])[CH:26]=[CH:27][C:28]([O:30][CH2:31][CH:32]=[CH2:33])=[O:29].OC1C=C(C=CC=1OC)C=CC(O)=O.[Cl-].[Na+]>CN(C=O)C>[CH2:18]([O:17][C:15]([C:12]1([CH3:21])[CH2:13][CH2:14][CH:9]([CH2:8][O:22][C:23]2[CH:24]=[C:25]([CH:34]=[CH:35][C:36]=2[O:37][CH3:38])[CH:26]=[CH:27][C:28]([O:30][CH2:31][CH:32]=[CH2:33])=[O:29])[CH2:10][CH2:11]1)=[O:16])[CH:19]=[CH2:20] |f:0.1.2,6.7|. Product: C(C=C)OC(=O)C1(CCC(CC1)COC=1C=C(C=CC(=O)OCC=C)C=CC1OC)C (allyl 3-[1-(4-allyloxycarbonyl-4-methylcyclohexyl)methoxy]-4-methoxycinnamate). Solvent: CN(C)C=O (DMF). Reactants: C([O-])([O-])=O.[K+].[K+] (potassium carbonate), ICC1CCC(CC1)(C(=O)OCC=C)C (allyl 4-iodomethyl-methyl-1-cyclohexanecarboxylate), OC=1C=C(C=CC(=O)OCC=C)C=CC1OC (allyl 3-hydroxy-4-methoxycinnamate), OC=1C=C(C=CC(=O)O)C=CC1OC (3-hydroxy-4-methoxycinnamic acid), allyl, [Cl-].[Na+] (sodium chloride). Yield: 47.8%. Procedure: 5 g of potassium carbonate and 1.1 g of allyl 4-iodomethyl-methyl-1-cyclohexanecarboxylate (Example 46) were added to a solution of 0.8 g of allyl 3-hydroxy-4-methoxycinnamate, derived from 3-hydroxy-4-methoxycinnamic acid by the allyl-esterification thereof, in 50 ml of DMF. The solution was reacted for 18 hours at 100° C. After reaction, 100 ml of an aqueous sodium chloride solution was added to the reaction solution. The solution was extracted three times with 50 ml of ethyl acetate. The orga... Reactants: FC(C(=O)O)(F)F (Trifluoroacetic acid), C1(=CC=CC=C1)C1=NOC2(C1)CN(CCC2)C(=O)OC(C)(C)C (tert-butyl 3-phenyl-1-oxa-2,7-diazaspiro[4.5]dec-2-ene-7-carboxylate). Solvent: C(Cl)Cl (CH2Cl2). Conditions: time 1 hour. Yields the product C1(=CC=CC=C1)C1=NOC2(C1)CNCCC2 (3-Phenyl-1-oxa-2,7-diazaspiro[4.5]dec-2-ene), C(=O)(C(F)(F)F)O (TFA). Yield: 287.9%. As a reaction SMILES: [F:1][C:2]([F:7])([F:6])[C:3]([OH:5])=[O:4].[C:8]1([C:14]2[CH2:18][C:17]3([CH2:23][CH2:22][CH2:21][N:20](C(OC(C)(C)C)=O)[CH2:19]3)[O:16][N:15]=2)[CH:13]=[CH:12][CH:11]=[CH:10][CH:9]=1>C(Cl)Cl>[C:8]1([C:14]2[CH2:18][C:17]3([CH2:23][CH2:22][CH2:21][NH:20][CH2:19]3)[O:16][N:15]=2)[CH:9]=[CH:10][CH:11]=[CH:12][CH:13]=1.[C:3]([OH:5])([C:2]([F:7])([F:6])[F:1])=[O:4]. Procedure: Trifluoroacetic acid (2 mL, 26.0 mmol) was added dropwise to a solution of tert-butyl 3-phenyl-1-oxa-2,7-diazaspiro[4.5]dec-2-ene-7-carboxylate (270 mg, 0.853 mmol) in CH2Cl2 (5 mL) at room temperature. After 1 h at room temperature, the mixture was concentrated to give the expected product as TFA salt (280 mg, 99% yield). LCMS: (M+H)+=217.15. 1H NMR (400 MHz, methanol-d4) δ ppm 7.62-7.78 (2H, m), 7.36-7.51 (3H, m), 3.35-3.49 (4H, m), 3.00-3.24 (2H, m), 2.04-2.22 (2H, m), 1.85-2.07 (2H, m). The reactants are C1(CCC1)COC1=CC2=C(N=C(O2)N2CCC(CC2)OC[C@H](C)NC(OC(C)(C)C)=O)C=C1 (tert-butyl [(1S)-2-({1-[6-(cyclobutylmethoxy)-1,3-benzoxazol-2-yl]piperidin-4-yl}oxy)-1-methylethyl]carbamate), Cl.C(C)(=O)OCC (hydrogen chloride ethyl acetate). Reaction conditions: time 15 minute. Product: C1(CCC1)COC1=CC2=C(N=C(O2)N2CCC(CC2)OC[C@H](C)NC(C)=O)C=C1 (N-[(1S)-2-({1-[6-(cyclobutylmethoxy)-1,3-benzoxazol-2-yl]piperidin-4-yl}oxy)-1-methylethyl]acetamide). Reaction SMILES: [CH:1]1([CH2:5][O:6][C:7]2[CH:33]=[CH:32][C:10]3[N:11]=[C:12]([N:14]4[CH2:19][CH2:18][CH:17]([O:20][CH2:21][C@@H:22]([NH:24][C:25](=[O:31])OC(C)(C)C)[CH3:23])[CH2:16][CH2:15]4)[O:13][C:9]=3[CH:8]=2)[CH2:4][CH2:3][CH2:2]1.Cl.[C:35](OCC)(=O)C>>[CH:1]1([CH2:5][O:6][C:7]2[CH:33]=[CH:32][C:10]3[N:11]=[C:12]([N:14]4[CH2:19][CH2:18][CH:17]([O:20][CH2:21][C@@H:22]([NH:24][C:25](=[O:31])[CH3:35])[CH3:23])[CH2:16][CH2:15]4)[O:13][C:9]=3[CH:8]=2)[CH2:4][CH2:3][CH2:2]1 |f:1.2|. Procedure details: To tert-butyl [(1S)-2-({1-[6-(cyclobutylmethoxy)-1,3-benzoxazol-2-yl]piperidin-4-yl}oxy)-1-methylethyl]carbamate (130 mg) was added 4M hydrogen chloride/ethyl acetate (5 mL), and the mixture was stirred at room temperature for 15 min and concentrated. Pyridine (5 mL) and acetic anhydride (5 mL) were added to the residue, and the mixture was stirred at room temperature for 15 min. The reaction mixture was concentrated under reduced pressure, and the residue was purified by silica gel chromatograp... The reactants are FC(C(=O)O)(F)F (trifluoroacetic acid), C(=O)([O-])[O-].[K+].[K+] (K2CO3), COC=1C=C(C(=O)N[C@H](C)C2=CC(=CC=C2)C(NC=2SC3=C(N2)CC[C@@H](C3)N(C(C(F)(F)F)=O)CCC)=O)C=CC1OC (3,4-dimethoxy-N—[(R)-1-(3-{(S)-6-[propyl-(2,2,2-trifluoro-acetyl)-amino]-4,5,6,7-tetrahydro-benzothiazol-2-ylcarbamoyl}-phenyl)-ethyl]-benzamide), desired material. Solvent: CO (MeOH), CO (MeOH), O (H2O). Product: COC=1C=C(C(=O)N[C@H](C)C2=CC(=CC=C2)C(NC=2SC3=C(N2)CC[C@@H](C3)NCCC)=O)C=CC1OC (3,4-dimethoxy-N-{(R)-1-[3-((S)-6-propylamino-4,5,6,7-tetrahydro-benzothiazol-2-ylcarbamoyl)-phenyl]-ethyl}-benzamide). The yield is 66.5%. RXN SMILES: [CH3:1][O:2][C:3]1[CH:4]=[C:5]([CH:39]=[CH:40][C:41]=1[O:42][CH3:43])[C:6]([NH:8][C@@H:9]([C:11]1[CH:16]=[CH:15][CH:14]=[C:13]([C:17](=[O:38])[NH:18][C:19]2[S:20][C:21]3[CH2:27][C@@H:26]([N:28]([CH2:35][CH2:36][CH3:37])C(=O)C(F)(F)F)[CH2:25][CH2:24][C:22]=3[N:23]=2)[CH:12]=1)[CH3:10])=[O:7].C([O-])([O-])=O.[K+].[K+].FC(F)(F)C(O)=O>CO.O>[CH3:1][O:2][C:3]1[CH:4]=[C:5]([CH:39]=[CH:40][C:41]=1[O:42][CH3:43])[C:6]([NH:8][C@@H:9]([C:11]1[CH:16]=[CH:15][CH:14]=[C:13]([C:17](=[O:38])[NH:18][C:19]2[S:20][C:21]3[CH2:27][C@@H:26]([NH:28][CH2:35][CH2:36][CH3:37])[CH2:25][CH2:24][C:22]=3[N:23]=2)[CH:12]=1)[CH3:10])=[O:7] |f:1.2.3|. Procedure details: Dissolve 3,4-dimethoxy-N—[(R)-1-(3-{(S)-6-[propyl-(2,2,2-trifluoro-acetyl)-amino]-4,5,6,7-tetrahydro-benzothiazol-2-ylcarbamoyl}-phenyl)-ethyl]-benzamide (109 mg, 0.18 mmol) into 10 mL of MeOH and add 5 mL of H2O. To this add K2CO3 (200 mg, 1.50 mmol) and heat the mixture overnight at 55° C. LC-MS analysis indicates the desired material. Add trifluoroacetic acid, dissolve into MeOH and purify via the Gilson Prep HPLC system (5%-70% CH3CN/H2O) to give 62.6 mg of the title compound. MS, electrospr... Starting materials: [BH4-], CO, CC(C)C(=O)CCNc1ccccc1, [Na+]. As a reaction SMILES: [BH4-:1].[CH3:17][OH:18].[CH3:3][CH:4]([C:5]([CH2:6][CH2:7][NH:8][c:9]1[cH:10][cH:11][cH:12][cH:13][cH:14]1)=[O:15])[CH3:16].[Na+:2]>>[CH3:3][CH:4]([CH:5]([CH2:6][CH2:7][NH:8][c:9]1[cH:10][cH:11][cH:12][cH:13][cH:14]1)[OH:15])[CH3:16]. Product: CC(C)C(O)CCNc1ccccc1. Starting materials: P(OCC)(OCC)[O-] (diethyl phosphite), O (water), NC=1NC2=C(N1)C=CC=C2 (2-amino-benzimidazole). Run in C(C)O (ethanol). Yields the product C(C)P([O-])([O-])=O.N1=C(NC2=C1C=CC=C2)[NH3+].N2=C(NC1=C2C=CC=C1)[NH3+] (2-Benzimidazolyl-ammoniumethyl phosphonate). RXN SMILES: [P:1]([O-:8])([O:5]CC)[O:2]CC.O.[NH2:10][C:11]1[NH:12][C:13]2[CH:19]=[CH:18][CH:17]=[CH:16][C:14]=2[N:15]=1>C(O)C>[CH2:13]([P:1](=[O:2])([O-:5])[O-:8])[CH3:14].[N:12]1[C:13]2[CH:19]=[CH:18][CH:17]=[CH:16][C:14]=2[NH:15][C:11]=1[NH3+:10].[N:12]1[C:13]2[CH:19]=[CH:18][CH:17]=[CH:16][C:14]=2[NH:15][C:11]=1[NH3+:10] |f:4.5.6|. Reported procedure: To a mixture of 27.62 g. (0.02 moles) of diethyl phosphite and 20 ml. of water 13.31 g. (0.1 moles) of 2-amino-benzimidazole and 150 ml. of ethanol are added. The reaction mixture is refluxed for 5 hours. The solvent and the excess of diethyl phosphite are evaporated in vacuo. The crystalline substance obtained is dried over phosphorus pentoxide. Yield of the title compound is 95%. Procedure details: To a solution of N-[(1R)-1-(5-formylthiophen-2-yl)-2-hydroxyethyl]-1,3-benzothiazole-6-sulfonamide (5.48 g, 14.9 mmol) and imidazole (1.27 g, 18.6 mmol) in DMF (75 mL) was added TBSCl (2.80 g, 18.6 mmol) and the reaction mixture was stirred overnight. The reaction was then quenched by the addition of water (400 mL) and ether (200 mL). The phases were separated and the aqueous layer was extracted with ether (3×250 mL). The combined organic layers were washed twice with brine solution (2×300 mL), ... Solvent: CN(C)C=O (DMF). Starting materials: C(=O)C1=CC=C(S1)[C@@H](CO)NS(=O)(=O)C1=CC2=C(N=CS2)C=C1 (N-[(1R)-1-(5-formylthiophen-2-yl)-2-hydroxyethyl]-1,3-benzothiazole-6-sulfonamide), N1C=NC=C1 (imidazole), CC(C)(C)[Si](C)(C)Cl (TBSCl). Yields the product [Si](C)(C)(C(C)(C)C)OC[C@H](C=1SC(=CC1)C=O)NS(=O)(=O)C1=CC2=C(N=CS2)C=C1 (N-[(1R)-2-{[tert-butyl(dimethyl)silyl]oxy}-1-(5-formylthiophen-2-yl)ethyl]-1,3-benzothiazole-6-sulfonamide). Reaction SMILES: [CH:1]([C:3]1[S:7][C:6]([C@H:8]([NH:11][S:12]([C:15]2[CH:23]=[CH:22][C:18]3[N:19]=[CH:20][S:21][C:17]=3[CH:16]=2)(=[O:14])=[O:13])[CH2:9][OH:10])=[CH:5][CH:4]=1)=[O:2].N1C=CN=C1.[CH3:29][C:30]([Si:33](Cl)([CH3:35])[CH3:34])([CH3:32])[CH3:31]>CN(C=O)C>[Si:33]([O:10][CH2:9][C@@H:8]([NH:11][S:12]([C:15]1[CH:23]=[CH:22][C:18]2[N:19]=[CH:20][S:21][C:17]=2[CH:16]=1)(=[O:14])=[O:13])[C:6]1[S:7][C:3]([CH:1]=[O:2])=[CH:4][CH:5]=1)([C:30]([CH3:32])([CH3:31])[CH3:29])([CH3:35])[CH3:34]. Run at time 8 hour.